Dataset: the Open Reaction Database (ORD), a public repository of structured organic reaction records. Task: describe an organic reaction: reactants, conditions, products, and yield Starting materials: C(/C1=CC=CC=C1)=C\1/N=C(NC1=O)C1=C(C=CC(=C1)F)F ((Z)-4-benzylidene-2-(2,5-difluorophenyl)-1H-imidazol-5(4H)-one), COC1=CC=C(C=C1)/C=C/C=O ((E)-3-(4-methoxyphenyl)acrylaldehyde). Yields the product FC1=C(C=C(C=C1)F)C1=NC2=C(N1)OC(C(C2C2=CC=CC=C2)CC2=CC=C(C=C2)OC)=O (2-(2,5-difluorophenyl)-6-(4-methoxybenzyl)-7-phenyl-6,7-dihydropyrano[2,3-d]imidazol-5(3H)-one). Isolated yield 76.0%. Reaction SMILES: [CH:1](=[C:8]1/[N:9]=[C:10]([C:14]2[CH:19]=[C:18]([F:20])[CH:17]=[CH:16][C:15]=2[F:21])[NH:11][C:12]/1=[O:13])/[C:2]1[CH:7]=[CH:6][CH:5]=[CH:4][CH:3]=1.[CH3:22][O:23][C:24]1[CH:29]=[CH:28][C:27](/[CH:30]=[CH:31]/[CH:32]=[O:33])=[CH:26][CH:25]=1>>[F:21][C:15]1[CH:16]=[CH:17][C:18]([F:20])=[CH:19][C:14]=1[C:10]1[NH:11][C:12]2[O:13][C:32](=[O:33])[CH:31]([CH2:30][C:27]3[CH:28]=[CH:29][C:24]([O:23][CH3:22])=[CH:25][CH:26]=3)[CH:1]([C:2]3[CH:3]=[CH:4][CH:5]=[CH:6][CH:7]=3)[C:8]=2[N:9]=1. Reported procedure: Prepared according to the general procedure using (Z)-4-benzylidene-2-(2,5-difluorophenyl)-1H-imidazol-5(4H)-one and (E)-3-(4-methoxyphenyl)acrylaldehyde. The unpurified residue was purified by flash chromatography using 15% EtOAc/hexanes to afford 9 as an off-white solid (102 mg, 76%). Analytical data for 9: 1H NMR (500 MHz, CDCl3) δ 9.38 (d, J=8.1 Hz, 1H), 7.89 (ddd, J=9.2, 6.1, 3.2 Hz, 1H), 7.39-7.29 (m, 3H), 7.10-6.93 (m, 6H), 6.88-6.83 (m, 2H), 4.09 (d, J=6.8 Hz, 1H), 3.81 (s, 3H), 3.55 (dd... The reactants are FC(C=1C=C(CN(C2=NC=C(C=N2)OCCCC(=O)O)CC2=C(C=CC(=C2)C(F)(F)F)N(CC)CCCC)C=C(C1)C(F)(F)F)(F)F (4-(2-{(3,5-bis-trifluoromethyl-benzyl)-[2-(butyl-ethyl-amino)-5-trifluoromethyl-benzyl]-amino}-pyrimidin-5-yloxy)-butyric acid), [OH-].[Na+] (sodium hydroxide). The solvent is C(C)O (ethanol). Product: [Na+].FC(C=1C=C(CN(C2=NC=C(C=N2)OCCCC(=O)[O-])CC2=C(C=CC(=C2)C(F)(F)F)N(CC)CCCC)C=C(C1)C(F)(F)F)(F)F (4-(2-{(3,5-bis-trifluoromethyl-benzyl)-[2-(butyl-ethyl-amino)-5-trifluoromethyl-benzyl]-amino}-pyrimidin-5-yloxy)-butyric acid sodium salt). Reaction SMILES: [F:1][C:2]([F:47])([F:46])[C:3]1[CH:4]=[C:5]([CH:39]=[C:40]([C:42]([F:45])([F:44])[F:43])[CH:41]=1)[CH2:6][N:7]([CH2:21][C:22]1[CH:27]=[C:26]([C:28]([F:31])([F:30])[F:29])[CH:25]=[CH:24][C:23]=1[N:32]([CH2:35][CH2:36][CH2:37][CH3:38])[CH2:33][CH3:34])[C:8]1[N:13]=[CH:12][C:11]([O:14][CH2:15][CH2:16][CH2:17][C:18]([OH:20])=[O:19])=[CH:10][N:9]=1.[OH-].[Na+:49]>C(O)C>[Na+:49].[F:47][C:2]([F:1])([F:46])[C:3]1[CH:4]=[C:5]([CH:39]=[C:40]([C:42]([F:43])([F:44])[F:45])[CH:41]=1)[CH2:6][N:7]([CH2:21][C:22]1[CH:27]=[C:26]([C:28]([F:31])([F:30])[F:29])[CH:25]=[CH:24][C:23]=1[N:32]([CH2:35][CH2:36][CH2:37][CH3:38])[CH2:33][CH3:34])[C:8]1[N:9]=[CH:10][C:11]([O:14][CH2:15][CH2:16][CH2:17][C:18]([O-:20])=[O:19])=[CH:12][N:13]=1 |f:1.2,4.5|. Procedure details: Ethyl 4-(2-{(3,5-bis-trifluoromethyl-benzyl)-[2-(butyl-ethyl-amino)-5-trifluoromethyl-benzyl]-amino}-pyrimidin-5-yloxy)-butyrate (110 mg) is dissolved in ethanol (2 ml) and thereto is added a 2N-aqueous sodium hydroxide solution (233 μl) and the mixture is stirred at room temperature overnight. Thereto are added ethyl acetate and a saturated aqueous citric acid solution, and the mixture is separated and the organic layer is washed with a saturated brine, dried over magnesium sulfate and concentr...